Dataset: the Open Reaction Database (ORD), a public repository of structured organic reaction records. Task: describe an organic reaction: reactants, conditions, products, and yield Reactants: CC(C)(C)[Si](C)(C)OC1CCC(N2CCCC(Cc3ccc(-c4cccnc4)cc3Cl)C2=O)CC1, CO. Product: O=C1C(Cc2ccc(-c3cccnc3)cc2Cl)CCCN1C1CCC(O)CC1. As a reaction SMILES: [C:1]([Si:2]([CH3:3])([CH3:4])[O:6][CH:7]1[CH2:8][CH2:9][CH:10]([N:13]2[C:14](=[O:33])[CH:15]([CH2:19][c:20]3[c:21]([Cl:32])[cH:22][c:23](-[c:26]4[cH:27][n:28][cH:29][cH:30][cH:31]4)[cH:24][cH:25]3)[CH2:16][CH2:17][CH2:18]2)[CH2:11][CH2:12]1)([CH3:5])([CH3:34])[CH3:35].[CH3:36][OH:37]>>[OH:6][CH:7]1[CH2:8][CH2:9][CH:10]([N:13]2[C:14](=[O:33])[CH:15]([CH2:19][c:20]3[c:21]([Cl:32])[cH:22][c:23](-[c:26]4[cH:27][n:28][cH:29][cH:30][cH:31]4)[cH:24][cH:25]3)[CH2:16][CH2:17][CH2:18]2)[CH2:11][CH2:12]1. Procedure details: A mixture of 3.8 g of 3-pyridinecarbaldehyde, 3.0 g of cyanoacetic acid, 3.0 g of piperidine, and 30 ml of ethanol is stirred at 100° C. for 4 hours. The reaction mixture is concentrated, and 20 ml of water is added. The mixture is adjusted to pH 4.5 with 10% hydrochloric acid. The resulting precipitate is collected and recrystallized from ethanol to give 3.8 g of the title compound, m.p. 223°-227° C. The solvent is C(C)O (ethanol). Reactants: N1=CC(=CC=C1)C=O (3-pyridinecarbaldehyde), C(#N)CC(=O)O (cyanoacetic acid), N1CCCCC1 (piperidine). Yield: 61.9%. As a reaction SMILES: [N:1]1[CH:6]=[CH:5][CH:4]=[C:3]([CH:7]=O)[CH:2]=1.[C:9]([CH2:11][C:12]([OH:14])=[O:13])#[N:10].N1CCCCC1>C(O)C>[C:9]([C:11](=[CH:7][C:3]1[CH:2]=[N:1][CH:6]=[CH:5][CH:4]=1)[C:12]([OH:14])=[O:13])#[N:10]. Reaction conditions: temperature 100 celsius, time 4 hour. Yields the product C(#N)C(C(=O)O)=CC=1C=NC=CC1 (2-cyano-3-(3-pyridyl)acrylic acid). Reactants: F[B-](F)(F)F.C(C)[O+](CC)CC (triethyloxonium tetrafluoroborate), C(C)(C)(C)OC(N[C@@H](C)C(N)=O)=O (((S)-1-carbamoylethyl)carbamic acid tert-butyl ester), NC=1C(=C(C#N)C(=CC1)F)NC1=NC=CC=C1 (3-Amino-6-fluoro-2-(pyridin-2-ylamino)benzonitrile). Run in C(Cl)Cl (DCM). Run at time 2 hour. The product is C(C)(C)(C)OC(N[C@@H](C)C1=NC2=C(N1C1=NC=CC=C1)C(=C(C=C2)F)C#N)=O ([(S)-1-(7-Cyano-6-fluoro-1-pyridin-2-yl-1H-benzoimidazol-2-yl)ethyl]carbamic acid tert-butyl ester). Yield: 54.7%. RXN SMILES: [C:1]([O:5][C:6](=[O:13])[NH:7][C@H:8]([C:10](=O)[NH2:11])[CH3:9])([CH3:4])([CH3:3])[CH3:2].F[B-](F)(F)F.C([O+](CC)CC)C.N[C:27]1[C:28]([NH:36][C:37]2[CH:42]=[CH:41][CH:40]=[CH:39][N:38]=2)=[C:29]([C:32]([F:35])=[CH:33][CH:34]=1)[C:30]#[N:31]>C(Cl)Cl>[C:1]([O:5][C:6](=[O:13])[NH:7][C@H:8]([C:10]1[N:36]([C:37]2[CH:42]=[CH:41][CH:40]=[CH:39][N:38]=2)[C:28]2[C:29]([C:30]#[N:31])=[C:32]([F:35])[CH:33]=[CH:34][C:27]=2[N:11]=1)[CH3:9])([CH3:4])([CH3:3])[CH3:2] |f:1.2|. Procedure details: To a suspension of ((S)-1-carbamoylethyl)carbamic acid tert-butyl ester (820 mg, 4.4 mmol) in DCM (7 mL) was added triethyloxonium tetrafluoroborate (877 mg, 4.6 mmol) and the reaction mixture stirred at RT for 2 h, during which the solids dissolved. The reaction mixture was concentrated in vacuo and the residue dissolved in ethanol (7 mL). 3-Amino-6-fluoro-2-(pyridin-2-ylamino)benzonitrile (620 mg, 2.7 mmol) was added and the reaction heated at 75° C. for 16 h. The reaction mixture was concentr... The reactants are [OH-].[Al+3].[OH-].[OH-] (aluminum hydroxide), [O-]S(=O)(=O)[O-].[O-]S(=O)(=O)[O-].[Al+3].[K+] (alum). The product is S(=O)(=O)([O-])[O-].[Al+3].S(=O)(=O)([O-])[O-].S(=O)(=O)([O-])[O-].[Al+3] (aluminum sulfate). Reaction SMILES: [OH-].[Al+3:2].[OH-].[OH-].[O-:5][S:6]([O-:9])(=[O:8])=[O:7].[O-:10][S:11]([O-:14])(=[O:13])=[O:12].[Al+3].[K+]>>[S:6]([O-:9])([O-:8])(=[O:7])=[O:5].[Al+3:2].[S:11]([O-:14])([O-:13])(=[O:12])=[O:10].[S:6]([O-:9])([O-:8])(=[O:7])=[O:5].[Al+3:2] |f:0.1.2.3,4.5.6.7,8.9.10.11.12|. Procedure: The aluminum hydroxide sludge formed in Example 1 was added to 210 g of alum solution (8.3% Al2O3) to form basic aluminum sulfate. The process of dissolution took about 1 hour, which is quite rapid. No additional salts formed on standing or when cooled to 8° C. overnight. The resulting solution had an alumina content of 8.68%, a basicity of 49.5%, and was ready to use as a coagulant. The reactants are COC1=NC(=CC=C1C(C#CC1=CC=CC=C1)O)OC (1-(2,6-dimethoxy-pyridin-3-yl)-3-phenyl-prop-2-yn-1-ol), COC=1C=2N(C=CC1C=O)C(N(N2)COCC[Si](C)(C)C)=O (8-methoxy-3-oxo-2-(2-trimethylsilanyl-ethoxymethyl)-2,3-dihydro-[1,2,4]triazolo[4,3-a]pyridine-7-carbaldehyde). Yields the product OC(C#CC1=CC=CC=C1)C1=C(C=2N(C=C1)C(N(N2)COCC[Si](C)(C)C)=O)OC (7-(1-Hydroxy-3-phenyl-prop-2-ynyl)-8-methoxy-2-(2-trimethylsilanyl-ethoxymethyl)-2H-[1,2,4]triazolo[4,3-a]pyridin-3-one). Isolated yield 100.0%. Reaction SMILES: [CH3:1][O:2][C:3]1[C:8]([CH:9]([OH:18])[C:10]#[C:11][C:12]2[CH:17]=[CH:16][CH:15]=[CH:14][CH:13]=2)=[CH:7][CH:6]=C(OC)N=1.COC1[C:24]2[N:25]([C:31](=[O:42])[N:32]([CH2:34][O:35][CH2:36][CH2:37][Si:38]([CH3:41])([CH3:40])[CH3:39])[N:33]=2)C=CC=1C=O>>[OH:18][CH:9]([C:8]1[CH:7]=[CH:6][N:25]2[C:31](=[O:42])[N:32]([CH2:34][O:35][CH2:36][CH2:37][Si:38]([CH3:40])([CH3:39])[CH3:41])[N:33]=[C:24]2[C:3]=1[O:2][CH3:1])[C:10]#[C:11][C:12]1[CH:13]=[CH:14][CH:15]=[CH:16][CH:17]=1. Reported procedure: Following the procedure used to prepare 1-(2,6-dimethoxy-pyridin-3-yl)-3-phenyl-prop-2-yn-1-ol, 8-methoxy-3-oxo-2-(2-trimethylsilanyl-ethoxymethyl)-2,3-dihydro-[1,2,4]triazolo[4,3-a]pyridine-7-carbaldehyde was reacted to give the title compound (1.05 g, 100%) as a pale yellow gum. LCMS (Method A): RT=4.75 min, [M+H]+=426. Reactants: O=C([O-])[O-], CS(C)=O, [K+], [K+], O, Cc1cc(C(=O)Nc2ccccc2O)c(Br)s1. Yields the product Cc1cc2c(s1)Oc1ccccc1NC2=O. Reaction SMILES: [C:18](=[O:19])([O-:20])[O-:21].[CH3:25][S:26](=[O:27])[CH3:28].[K+:22].[K+:23].[OH2:24].[OH:1][c:2]1[c:3]([NH:8][C:9](=[O:10])[c:11]2[c:12]([Br:17])[s:13][c:14]([CH3:16])[cH:15]2)[cH:4][cH:5][cH:6][cH:7]1>>[O:1]1[c:2]2[c:3]([cH:4][cH:5][cH:6][cH:7]2)[NH:8][C:9](=[O:10])[c:11]2[c:12]1[s:13][c:14]([CH3:16])[cH:15]2. The product is ClC1=C(C(=CC=C1F)Cl)C(C)OC=1C(=NC=C(C1)C1=CC=C(C2=CC=CC=C12)P(=O)(C)C)N (3-[1-(2,6-dichloro-3-fluoro-phenyl)ethoxy]-5-(4-dimethylphosphoryl-1-naphthyl)pyridin-2-amine). RXN SMILES: Br[C:2]1[CH:3]=[C:4]([O:9][CH:10]([C:12]2[C:17]([Cl:18])=[CH:16][CH:15]=[C:14]([F:19])[C:13]=2[Cl:20])[CH3:11])[C:5]([NH2:8])=[N:6][CH:7]=1.Br[C:22]1[C:31]2[C:26](=[CH:27][CH:28]=[CH:29][CH:30]=2)[C:25](B(O)O)=[CH:24][CH:23]=1.[CH3:35][PH:36](=[O:38])[CH3:37]>>[Cl:20][C:13]1[C:14]([F:19])=[CH:15][CH:16]=[C:17]([Cl:18])[C:12]=1[CH:10]([O:9][C:4]1[C:5]([NH2:8])=[N:6][CH:7]=[C:2]([C:22]2[C:31]3[C:26](=[CH:27][CH:28]=[CH:29][CH:30]=3)[C:25]([P:36]([CH3:37])([CH3:35])=[O:38])=[CH:24][CH:23]=2)[CH:3]=1)[CH3:11]. Starting materials: BrC=1C=C(C(=NC1)N)OC(C)C1=C(C(=CC=C1Cl)F)Cl (5-bromo-3-[1-(2,6-dichloro-3-fluoro-phenyl)-ethoxy]-pyridin-2-ylamine), BrC1=CC=C(C2=CC=CC=C12)B(O)O (1-bromo-4-(dihydroxyboryl)naphthalene), CP(C)=O (dimethylphosphine oxide). Procedure details: The title compound was prepared from 5-bromo-3-[1-(2,6-dichloro-3-fluoro-phenyl)-ethoxy]-pyridin-2-ylamine, 1-bromo-4-(dihydroxyboryl)naphthalene, and dimethylphosphine oxide following the same procedures as Example 1 Step 1 and Step 3. ESMS: m/z 503 (M+H)+. The reactants are BrC=1C=C(C=CC1CCCC)O (3-bromo-4-n-butylphenol), CN1C(CCC1)=O (N-methyl-2-pyrrolidone), nitrile, resultant solution, cuprous cyanide, ferric chloride hexahydrate, cuprous bromide. Run in Cl (hydrochloric acid), O (water), O (water). Product: C(#N)C=1C=C(C=CC1CCCC)O (3-cyano-4-n-butylphenol). As a reaction SMILES: Br[C:2]1[CH:3]=[C:4]([OH:12])[CH:5]=[CH:6][C:7]=1[CH2:8][CH2:9][CH2:10][CH3:11].[CH3:13][N:14]1CCCC1=O>Cl.O>[C:13]([C:2]1[CH:3]=[C:4]([OH:12])[CH:5]=[CH:6][C:7]=1[CH2:8][CH2:9][CH2:10][CH3:11])#[N:14]. Reported procedure: 16.0 g (0.07 mol) of the 3-bromo-4-n-butylphenol prepared in Step IV was dissolved in 70 ml of N-methyl-2-pyrrolidone. 6.5 g (0.073 mol) cuprous cyanide was added to the suspension which was refluxed for four hours. The reaction mixture was cooled to room temperature and poured into a solution of 26 g ferric chloride hexahydrate dissolved in a mixed solution of 10 ml of concentrated hydrochloric acid and 47 ml of water. The resultant solution was stirred with heating for 30 minutes at 65° C. in ... Starting materials: ClC1=C(N)C=C(C=C1)Cl (2,5-dichloroaniline), BrC#N (BrCN). Run in O (water). Run at time 24 hour. Yields the product ClC1=C(C=C(C=C1)Cl)NC#N (2,5-dichlorophenylcyanamide). The yield is 94.6%. RXN SMILES: [Cl:1][C:2]1[CH:8]=[CH:7][C:6]([Cl:9])=[CH:5][C:3]=1[NH2:4].Br[C:11]#[N:12]>O>[Cl:1][C:2]1[CH:8]=[CH:7][C:6]([Cl:9])=[CH:5][C:3]=1[NH:4][C:11]#[N:12]. Procedure: To a heterogeneous slurry of 2,5-dichloroaniline (3.0 g, 18.5 mmol) in 60 mL of water at 4° C. was added solid BrCN (1.22 g, 11.3 mmol) slowly. After 5 minutes the cooling bath was removed and the heterogeneous reaction mixture was stirred at room temperature for 24 hours to yield the product in water suspension. The product was collected by filtration, washed with water (100 mL), and dried under vacuum to yield the pure product (2 g, 60% yield). Reactants: BrC1=CC=C(O1)C(=O)O (5-bromo-2-furancarboxylic acid), ClC=1C=C2CC(N(C2=CC1)C(=O)N)=O (5-chloro-2-oxindole-1-carboxamide), BrC1=CC=C(O1)C(=O)Cl (5-bromo-2-furan carbonyl chloride). Reagents/catalysts: CN(C)C1=CC=NC=C1 (4-(N,N-dimethylamino)pyridine). Run in S(=O)(Cl)Cl (thionyl chloride), CN(C=O)C (N,N-dimethylformamide), CN(C=O)C (N,N-dimethylformamide). Yields the product ClC=1C=C2C(C(N(C2=CC1)C(=O)N)=O)C(=O)C=1OC(=CC1)Br (5-Chloro-3-(5-bromo-2-furanoyl)-2-oxindole-1-carboxamide). As a reaction SMILES: [Br:1][C:2]1[O:6][C:5]([C:7]([OH:9])=O)=[CH:4][CH:3]=1.[Cl:10][C:11]1[CH:12]=[C:13]2[C:17](=[CH:18][CH:19]=1)[N:16]([C:20]([NH2:22])=[O:21])[C:15](=[O:23])[CH2:14]2.BrC1OC(C(Cl)=O)=CC=1>S(Cl)(Cl)=O.CN(C1C=CN=CC=1)C.CN(C)C=O>[Cl:10][C:11]1[CH:12]=[C:13]2[C:17](=[CH:18][CH:19]=1)[N:16]([C:20]([NH2:22])=[O:21])[C:15](=[O:23])[CH:14]2[C:7]([C:5]1[O:6][C:2]([Br:1])=[CH:3][CH:4]=1)=[O:9]. Reported procedure: Using the procedure of Example 32, 1.91 g (10.0 mmoless) of commercially available 5-bromo-2-furancarboxylic acid was dissolved in 10 ml of thionyl chloride and heated to reflux under nitrogen for 1 hour and the acid chloride product was recovered. A 40 ml N,N-dimethylformamide solution of 1.75 g (8.3 mmoles) of 5-chloro-2-oxindole-1-carboxamide and 3.05 g (25 mmoles) of 4-(N,N-dimethylamino)pyridine was reacted with 2.09 g (10 mmoles) of 5-bromo-2-furan carbonyl chloride in 10 ml of N,N-dimethy...